Dataset: the Open Reaction Database (ORD), a public repository of structured organic reaction records. Task: describe an organic reaction: reactants, conditions, products, and yield The reactants are Cc1cc(OCc2c(-c3c(Cl)cccc3Cl)noc2C(C)C)ccc1Br, O=C(O)c1cccc2sc(B(O)O)cc12, [Na+], [Na+], O=C([O-])[O-], C1COCCO1. As a reaction SMILES: [Br:1][c:2]1[c:3]([CH3:26])[cH:4][c:5]([O:6][CH2:7][c:8]2[c:9](-[c:16]3[c:17]([Cl:23])[cH:18][cH:19][cH:20][c:21]3[Cl:22])[n:10][o:11][c:12]2[CH:13]([CH3:14])[CH3:15])[cH:24][cH:25]1.[C:33](=[O:34])([OH:35])[c:36]1[cH:37][cH:38][cH:39][c:40]2[s:41][c:42]([B:45]([OH:46])[OH:47])[cH:43][c:44]12.[Na+:27].[Na+:28].[O-:29][C:30](=[O:31])[O-:32].[O:48]1[CH2:49][CH2:50][O:51][CH2:52][CH2:53]1>>[c:2]1(-[c:42]2[s:41][c:40]3[cH:39][cH:38][cH:37][c:36]([C:33](=[O:34])[OH:35])[c:44]3[cH:43]2)[c:3]([CH3:26])[cH:4][c:5]([O:6][CH2:7][c:8]2[c:9](-[c:16]3[c:17]([Cl:23])[cH:18][cH:19][cH:20][c:21]3[Cl:22])[n:10][o:11][c:12]2[CH:13]([CH3:14])[CH3:15])[cH:24][cH:25]1. Yields the product Cc1cc(OCc2c(-c3c(Cl)cccc3Cl)noc2C(C)C)ccc1-c1cc2c(C(=O)O)cccc2s1. Starting materials: OC[C@H]1N(CC2=CC=CC=C2C1)C(NC=1C=NC=CC1)=S ((S)-3-Hydroxymethyl-N-(pyrid-3-yl)-1,2,3,4-tetrahydroisoquinoline-2-carbothioamide). Run in Cl (hydrochloric acid). Product: C1SCN2CC=3C=CC=CC3CC21 (1,5,10,10a-tetrahydrothiazolo[3,4-b]isoquinoline). Isolated yield 113.6%. Reaction SMILES: O[CH2:2][C@@H:3]1[CH2:12][C:11]2[C:6](=[CH:7][CH:8]=[CH:9][CH:10]=2)[CH2:5][N:4]1[C:13](=[S:21])NC1C=NC=CC=1>Cl>[CH2:2]1[CH:3]2[N:4]([CH2:5][C:6]3[CH:7]=[CH:8][CH:9]=[CH:10][C:11]=3[CH2:12]2)[CH2:13][S:21]1. Procedure: (S)-3-Hydroxymethyl-N-(pyrid-3-yl)-1,2,3,4-tetrahydroisoquinoline-2-carbothioamide (13.5 g.) in 6N hydrochloric acid (300 cc.) is heated for 40 minutes at 100° C. After cooling, the solution obtained is concentrated under reduced pressure (25 mm. Hg) to 1/5 of its volume. It is rendered alkaline by adding 10N sodium hydroxide solution (200 cc.) and is then extracted with methylene chloride (3 × 150 cc.). The organic extracts are combined and then dried over magnesium sulphate. After filtering, a...